This data is from the Open Reaction Database (ORD), a public repository of structured organic reaction records. The task is: describe an organic reaction: reactants, conditions, products, and yield The reactants are [OH-].[Na+] (Sodium hydroxide), C(O)([O-])=O.[Na+] (sodium hydrogencarbonate), C(O)([O-])=O.[Na+] (sodium hydrogencarbonate), CC(CSC)(C)N (2-methyl-1-methylthio-2-propanamine), C(C=1C(C(=O)Cl)=CC=CC1)(=O)Cl (phthaloyl dichloride), [Cl-].[Na+] (sodium chloride), CC1=C(N)C=CC(=C1)C(C(F)(F)F)(C(F)(F)F)F (2-methyl-4-[1,2,2,2-tetrafluoro-1-(trifluoromethyl)ethyl]aniline), OO (hydrogen peroxide), S(=O)([O-])[O-].[Na+].[Na+] (sodium sulfite), C1(C2=CC(C(N1)=O)=CC=C2)=O (isophthalimide). Reagents/catalysts: O.C1(=CC=C(C=C1)S(=O)(=O)O)C (p-toluenesulfonic acid monohydrate). The solvent is O (water), ClC1=CC=CC=C1 (chlorobenzene), ClC1=CC=CC=C1 (chlorobenzene). Conditions: temperature 40 celsius, time 30 minute. The product is CC(CS(=O)C)(C)NC(=O)C=1C(=CC=CC1)C(=O)NC1=C(C=C(C=C1)C(C(F)(F)F)(C(F)(F)F)F)C (N2-[1,1-dimethyl-2-(methyl-sulfinyl)ethyl]-N1-{2-methyl-4-[1,2,2,2-tetrafluoro-1-(trifluoromethyl)ethyl]phenyl}-1,2-benzenedicarboxamide). Yield: 85.0%. RXN SMILES: [OH-].[Na+].C(=O)([O-])O.[Na+].[CH3:8][C:9]([NH2:14])([CH3:13])[CH2:10][S:11][CH3:12].[C:15](Cl)(=[O:25])[C:16]1[C:17](=[CH:21][CH:22]=[CH:23][CH:24]=1)[C:18](Cl)=[O:19].[Cl-].[Na+].C1(=O)NC(=[O:35])C2=CC=CC1=C2.OO.[CH3:42][C:43]1[CH:49]=[C:48]([C:50]([F:59])([C:55]([F:58])([F:57])[F:56])[C:51]([F:54])([F:53])[F:52])[CH:47]=[CH:46][C:44]=1[NH2:45].S([O-])([O-])=O.[Na+].[Na+]>O.O.C1(C)C=CC(S(O)(=O)=O)=CC=1.ClC1C=CC=CC=1>[CH3:8][C:9]([NH:14][C:15]([C:16]1[C:17]([C:18]([NH:45][C:44]2[CH:46]=[CH:47][C:48]([C:50]([F:59])([C:51]([F:53])([F:54])[F:52])[C:55]([F:56])([F:57])[F:58])=[CH:49][C:43]=2[CH3:42])=[O:19])=[CH:21][CH:22]=[CH:23][CH:24]=1)=[O:25])([CH3:13])[CH2:10][S:11]([CH3:12])=[O:35] |f:0.1,2.3,6.7,11.12.13,15.16|. Procedure: Sodium hydroxide (0.83 g) and sodium hydrogencarbonate (1.66 g) were dissolved in water (12 mL), followed by adding thereto 2-methyl-1-methylthio-2-propanamine (2.62 g) and chlorobenzene (12 mL), and to the resulting mixture was added dropwise phthaloyl dichloride (4 g) at 40° C. or lower. After completion of the dropwise addition, the resulting mixture was stirred at 40° C. for 30 minutes and sodium chloride (1.73 g) was added thereto. Thereafter, the organic layer was separated to prepare a so... Reactants: CC(=O)Nc1ccc(OCCO)cc1, O=C(O)CCCNC(=O)c1cc(OCc2ccccc2)ccc1OCc1ccccc1, ClCCl, CN(C)c1ccncc1, C(=NC1CCCCC1)=NC1CCCCC1. The product is CC(=O)Nc1ccc(OCCOC(=O)CCCNC(=O)c2cc(OCc3ccccc3)ccc2OCc2ccccc2)cc1. RXN SMILES: [C:47]([CH3:48])(=[O:49])[NH:50][c:51]1[cH:52][cH:53][c:54]([O:55][CH2:56][CH2:57][OH:58])[cH:59][cH:60]1.[CH2:16]([c:17]1[cH:18][cH:19][cH:20][cH:21][cH:22]1)[O:23][c:24]1[c:25]([C:26](=[O:27])[NH:28][CH2:29][CH2:30][CH2:31][C:32](=[O:33])[OH:34])[cH:35][c:36]([O:39][CH2:40][c:41]2[cH:42][cH:43][cH:44][cH:45][cH:46]2)[cH:37][cH:38]1.[CH2:61]([Cl:62])[Cl:63].[CH3:64][N:65]([c:66]1[cH:67][cH:68][n:69][cH:70][cH:71]1)[CH3:72].[CH:1]1([N:2]=[C:3]=[N:4][CH:5]2[CH2:6][CH2:7][CH2:8][CH2:9][CH2:10]2)[CH2:11][CH2:12][CH2:13][CH2:14][CH2:15]1>>[CH2:16]([c:17]1[cH:18][cH:19][cH:20][cH:21][cH:22]1)[O:23][c:24]1[c:25]([C:26](=[O:27])[NH:28][CH2:29][CH2:30][CH2:31][C:32](=[O:33])[O:34][CH2:57][CH2:56][O:55][c:54]2[cH:53][cH:52][c:51]([NH:50][C:47]([CH3:48])=[O:49])[cH:60][cH:59]2)[cH:35][c:36]([O:39][CH2:40][c:41]2[cH:42][cH:43][cH:44][cH:45][cH:46]2)[cH:37][cH:38]1. Starting materials: CC(C)(C)OC(=O)N1CCCC1(C)C(=O)O, C1CCOC1. Product: CC(C)(C)OC(=O)N1CCCC1(C)CO. RXN SMILES: [C:1]([CH3:2])([CH3:3])([CH3:4])[O:5][C:6](=[O:7])[N:8]1[C:9]([C:10](=[O:11])[OH:12])([CH3:16])[CH2:13][CH2:14][CH2:15]1.[CH2:17]1[O:18][CH2:19][CH2:20][CH2:21]1>>[C:1]([CH3:2])([CH3:3])([CH3:4])[O:5][C:6](=[O:7])[N:8]1[C:9]([CH2:10][OH:11])([CH3:16])[CH2:13][CH2:14][CH2:15]1. Reactants: polypeptide, C1(C(C(C(C(C1OP(=O)(O)O)OP(=O)(O)O)OP(=O)(O)O)OP(=O)(O)O)OP(=O)(O)O)OP(=O)(O)O (phytate), polypeptide, COP(=S)(OC)SCN1C(=O)C2=CC=CC=C2C1=O (appA), polypeptide, polypeptide, polypeptide, amino acid. Yields the product COP(=S)(OC)SCN1C(=O)C2=CC=CC=C2C1=O (appA), [C@@H]1([C@@H]([C@@H]([C@@H]([C@H]([C@@H]1O)O)O)O)O)O (inositol), P(=O)([O-])([O-])[O-] (phosphate). RXN SMILES: [CH3:1][O:2][P:3]([S:7][CH2:8][N:9]1[C:18](=[O:19])[C:17]2[C:12](=[CH:13][CH:14]=[CH:15][CH:16]=2)[C:10]1=[O:11])([O:5][CH3:6])=[S:4].[CH:20]1([O:51]P(O)(O)=O)[CH:25]([O:26][P:27]([OH:30])([OH:29])=[O:28])[CH:24]([O:31]P(O)(O)=O)[CH:23]([O:36]P(O)(O)=O)[CH:22]([O:41]P(O)(O)=O)[CH:21]1[O:46]P(O)(O)=O>>[CH3:6][O:5][P:3]([S:7][CH2:8][N:9]1[C:18](=[O:19])[C:17]2[C:12](=[CH:13][CH:14]=[CH:15][CH:16]=2)[C:10]1=[O:11])([O:2][CH3:1])=[S:4].[C@@H:25]1([OH:26])[C@@H:24]([OH:31])[C@H:23]([OH:36])[C@@H:22]([OH:41])[C@@H:21]([OH:46])[C@H:20]1[OH:51].[P:27]([O-:30])([O-:29])([O-:28])=[O:26]. Reported procedure: In another embodiment, the invention provides a method for hydrolyzing phospho-mono-ester bonds in phytate. The method includes administering (e.g., to an individual, e.g., a human, or an animal) an effective amount of a phytase of the invention (e.g., a phytase having a sequence identity of at least about 50%, 51%, 52%, 53%, 54%, 55%, 56%, 57%, 58%, 59%, 60%, 61%, 62%, 63%, 64%, 65%, 66%, 67%, 68%, 69%, 70%, 71%, 72%, 73%, 74%, 75%, 76%, 77%, 78%, 79%, 80%, 81%, 82%, 83%, 84%, 85%, 86%, 87%, 88...